This data is from the Open Reaction Database (ORD), a public repository of structured organic reaction records. The task is: describe an organic reaction: reactants, conditions, products, and yield The reactants are C(C)OC(C(CC1=CC=C(C=C1)OCCC1=CC=C(C=C1)N(C)C(C(C)C)=O)OCC)=O (2-ethoxy-3-(4-{2-[4-(isobutyryl-N-methylamino)phenyl]ethoxy}phenyl)propanoic acid ethyl ester), O.[OH-].[Li+] (Lithium hydroxide hydrate), Cl (hydrochloric acid). Conditions: time 3 hour. The yield is 98.2%. Yields the product C(C)OC(C(=O)O)CC1=CC=C(C=C1)OCCC1=CC=C(C=C1)N(C)C(C(C)C)=O (2-ethoxy-3-(4-{2-[4-(isobutyryl-N-methylamino)phenyl]ethoxy}phenyl)propanoic acid). Run in O1CCCC1 (tetrahydrofuran), O (water). Reported procedure: Lithium hydroxide hydrate (62 mg; 1.48 mmole) dissolved in water (2 ml) was added to a solution of 2-ethoxy-3-(4-{2-[4-(isobutyryl-N-methylamino)phenyl]ethoxy}phenyl)propanoic acid ethyl ester (described in Example 72) (435 mg; 0.98 mmole) in tetrahydrofuran (6 ml). The reaction mixture was stirred at room temperature for 3 hours. The reaction mixture was acidified with hydrochloric acid (2 M) to pH 4. Tetrahydrofuran was evaporated in vacuo, water (5 ml) was added and the mixture was extracted ... RXN SMILES: O.[OH-].[Li+].C([O:6][C:7](=[O:35])[CH:8]([O:32][CH2:33][CH3:34])[CH2:9][C:10]1[CH:15]=[CH:14][C:13]([O:16][CH2:17][CH2:18][C:19]2[CH:24]=[CH:23][C:22]([N:25]([C:27](=[O:31])[CH:28]([CH3:30])[CH3:29])[CH3:26])=[CH:21][CH:20]=2)=[CH:12][CH:11]=1)C.Cl>O.O1CCCC1>[CH2:33]([O:32][CH:8]([CH2:9][C:10]1[CH:15]=[CH:14][C:13]([O:16][CH2:17][CH2:18][C:19]2[CH:24]=[CH:23][C:22]([N:25]([C:27](=[O:31])[CH:28]([CH3:30])[CH3:29])[CH3:26])=[CH:21][CH:20]=2)=[CH:12][CH:11]=1)[C:7]([OH:35])=[O:6])[CH3:34] |f:0.1.2|. The reactants are O (water), COC=1C=C(C=CC1N1C=NC(=C1)C)C1=NOC2=C1CCCC2O (3-(3-methoxy-4-(4-methyl-1H-imidazol-1-yl)phenyl)-4,5,6,7-tetrahydrobenzo[d]isoxazol-7-ol), [H-].[Na+] (NaH), BrCC1=CC(=CC(=C1)F)F (1-(bromomethyl)-3,5-difluorobenzene). The solvent is C(C)(=O)OCC (ethyl acetate), CN(C)C=O (DMF). Yields the product FC=1C=C(COC2CCCC=3C(=NOC32)C3=CC(=C(C=C3)N3C=NC(=C3)C)OC)C=C(C1)F (7-(3,5-Difluorobenzyloxy)-3-(3-methoxy-4-(4-methyl-1H-imidazol-1-yl)phenyl)-4,5,6,7-tetrahydrobenzo[d]isoxazole). RXN SMILES: [CH3:1][O:2][C:3]1[CH:4]=[C:5]([C:15]2[C:19]3[CH2:20][CH2:21][CH2:22][CH:23]([OH:24])[C:18]=3[O:17][N:16]=2)[CH:6]=[CH:7][C:8]=1[N:9]1[CH:13]=[C:12]([CH3:14])[N:11]=[CH:10]1.[H-].[Na+].Br[CH2:28][C:29]1[CH:34]=[C:33]([F:35])[CH:32]=[C:31]([F:36])[CH:30]=1.O>CN(C=O)C.C(OCC)(=O)C>[F:35][C:33]1[CH:34]=[C:29]([CH:30]=[C:31]([F:36])[CH:32]=1)[CH2:28][O:24][CH:23]1[C:18]2[O:17][N:16]=[C:15]([C:5]3[CH:6]=[CH:7][C:8]([N:9]4[CH:13]=[C:12]([CH3:14])[N:11]=[CH:10]4)=[C:3]([O:2][CH3:1])[CH:4]=3)[C:19]=2[CH2:20][CH2:21][CH2:22]1 |f:1.2|. Procedure details: To the 3-(3-methoxy-4-(4-methyl-1H-imidazol-1-yl)phenyl)-4,5,6,7-tetrahydrobenzo[d]isoxazol-7-ol (48 mg, 0.15 mmol) in DMF (2 ml) at 0° C., was added NaH (7 mg, 0.18 mmol). The mixture was stirred for 10 min before addition of 1-(bromomethyl)-3,5-difluorobenzene. Stirring was continued for 1 hr before addition of water (3 mL) and extraction with ethyl acetate. The organic phase was washed with water, brine, dried over MgSO4 and concentrated. The crude product was purified by preparative TLC usin... The reactants are CC1=CC=C(C=C1)S(=O)(=O)OC[C@H]1COC=2C(=C3N=CC=NC3=CC2)O1 ((2R)-2,3-dihydro[1,4]dioxino[2,3-f]quinoxalin-2-ylmethyl 4-methylbenzenesulfonate), FC=1C=C2C(=CNC2=CC1)C=1CCNCC1 (5-fluoro-3-(1,2,3,6-tetrahydro-4-pyridinyl)-1H-indole). Run in C(C)(=O)OCC (ethyl acetate), CS(=O)C (methyl sulfoxide). Conditions: temperature 80 celsius. Yields the product FC=1C=C2C(=CNC2=CC1)C=1CCN(CC1)CC1COC=2C(=C3N=CC=NC3=CC2)O1 (2-{[4-(5-Fluoro-1H-indol-3-yl)-3,6-dihydro-1(2H)-pyridinyl]methyl}-2,3-dihydro[1,4]dioxino[2,3-f]quinoxaline). RXN SMILES: CC1C=CC(S(O[CH2:12][C@@H:13]2[O:26][C:17]3=[C:18]4[C:23](=[CH:24][CH:25]=[C:16]3[O:15][CH2:14]2)[N:22]=[CH:21][CH:20]=[N:19]4)(=O)=O)=CC=1.[F:27][C:28]1[CH:29]=[C:30]2[C:34](=[CH:35][CH:36]=1)[NH:33][CH:32]=[C:31]2[C:37]1[CH2:38][CH2:39][NH:40][CH2:41][CH:42]=1>CS(C)=O.C(OCC)(=O)C>[F:27][C:28]1[CH:29]=[C:30]2[C:34](=[CH:35][CH:36]=1)[NH:33][CH:32]=[C:31]2[C:37]1[CH2:38][CH2:39][N:40]([CH2:12][CH:13]2[O:26][C:17]3=[C:18]4[C:23](=[CH:24][CH:25]=[C:16]3[O:15][CH2:14]2)[N:22]=[CH:21][CH:20]=[N:19]4)[CH2:41][CH:42]=1. Procedure: To a solution of (2R)-2,3-dihydro[1,4]dioxino[2,3-f]quinoxalin-2-ylmethyl 4-methylbenzenesulfonate (0.462 g, 1.241 mmole) in methyl sulfoxide (25 mL) was added 5-fluoro-3-(1,2,3,6-tetrahydro-4-pyridinyl)-1H-indole (1.073 g, 4.962 mmole) and the reaction mixture was heated to 80° C. for 12 hours. The reaction mixture was allowed to cool to room temperature and was diluted with ethyl acetate (250 mL), washed with water (2×100 mL), aqueous sodium chloride (100 mL), dried (magnesium sulfate) and the... Starting materials: O=C([O-])[O-], CN(C)C=O, O=C(O)c1cnccc1Cl, [Cu]I, [Cu], [K+], [K+], O, Oc1cc(Cl)ccc1Cl. Product: O=C(O)c1cnccc1Oc1cc(Cl)ccc1Cl. As a reaction SMILES: [C:20](=[O:21])([O-:22])[O-:23].[CH3:27][N:28]([CH3:29])[CH:30]=[O:31].[Cl:1][c:2]1[cH:3][cH:4][n:5][cH:6][c:7]1[C:8](=[O:9])[OH:10].[Cu:32][I:33].[Cu:34].[K+:24].[K+:25].[OH2:26].[OH:11][c:12]1[cH:13][c:14]([Cl:15])[cH:16][cH:17][c:18]1[Cl:19]>>[c:2]1([O:11][c:12]2[cH:13][c:14]([Cl:15])[cH:16][cH:17][c:18]2[Cl:19])[cH:3][cH:4][n:5][cH:6][c:7]1[C:8](=[O:9])[OH:10]. Reactants: Brc1cccnc1, BrN1C=CC=NC1, CCOCC, COc1ccc(C=O)cc1, [Li]CCCC, C1CCOC1. The product is COc1ccc(C(O)c2cccnc2)cc1. As a reaction SMILES: [Br:13][c:14]1[cH:15][n:16][cH:17][cH:18][cH:19]1.[Br:6][N:7]1[CH:8]=[CH:9][CH:10]=[N:11][CH2:12]1.[CH2:35]([O:36][CH2:37][CH3:38])[CH3:39].[CH3:20][O:21][c:22]1[cH:23][cH:24][c:25]([CH:26]=[O:27])[cH:28][cH:29]1.[Li:1][CH2:2][CH2:3][CH2:4][CH3:5].[O:30]1[CH2:31][CH2:32][CH2:33][CH2:34]1>>[c:14]1([CH:26]([c:25]2[cH:24][cH:23][c:22]([O:21][CH3:20])[cH:29][cH:28]2)[OH:27])[cH:15][n:16][cH:17][cH:18][cH:19]1.